Dataset: the Open Reaction Database (ORD), a public repository of structured organic reaction records. Task: describe an organic reaction: reactants, conditions, products, and yield The reactants are ClC1=CC=C(C=C1)N(C=1SC2=C(C(N1)=O)C=CC=N2)CC#N (2-[N-(4-chlorophenyl)-N-(4-oxo-4H-pyrido[3,2-e]-1,3-thiazin-2-yl]amino]acetonitrile), CN(C)C=O (DMF), [N-]=[N+]=[N-].[Na+] (sodium azide), [Cl-].[NH4+] (ammonium chloride). The solvent is O (water). Yields the product ClC1=CC=C(C=C1)N(CC1=NN=NN1)C=1SC2=C(C(N1)=O)C=CC=N2 (2-[N-(4-chlorophenyl)-N-(1H-tetrazol-5-ylmethyl)amino]-4H-pyrido[3,2-e]-1,3-thiazin-4-one). Yield: 35.1%. RXN SMILES: [Cl:1][C:2]1[CH:7]=[CH:6][C:5]([N:8]([CH2:20][C:21]#[N:22])[C:9]2[S:10][C:11]3[N:19]=[CH:18][CH:17]=[CH:16][C:12]=3[C:13](=[O:15])[N:14]=2)=[CH:4][CH:3]=1.CN(C=O)C.[N-:28]=[N+:29]=[N-:30].[Na+].[Cl-].[NH4+]>O>[Cl:1][C:2]1[CH:7]=[CH:6][C:5]([N:8]([C:9]2[S:10][C:11]3[N:19]=[CH:18][CH:17]=[CH:16][C:12]=3[C:13](=[O:15])[N:14]=2)[CH2:20][C:21]2[NH:30][N:29]=[N:28][N:22]=2)=[CH:4][CH:3]=1 |f:2.3,4.5|. Procedure details: A mixture of 74 mg (0.23 mmol) of 2-[N-(4-chlorophenyl)-N-(4-oxo-4H-pyrido[3,2-e]-1,3-thiazin-2-yl]amino]acetonitrile and 1 ml of DMF was put in a 20 ml flask. To the mixture were then added 146 mg of sodium azide and 120 mg of ammonium chloride with stirring. The mixture was then stirred at a temperature of 120° C. for 4 hours. The resulting reaction mixture was allowed to cool, poured into water, and then extracted with ethyl acetate. The resulting organic phase was separated, washed with wate... Reactants: CCc1cccc(N2CCN(CCCC=Cc3ccc4c(n3)NC(=O)CC4)CC2)n1, CCO. Yields the product CCc1cccc(N2CCN(CCCCCc3ccc4c(n3)NC(=O)CC4)CC2)n1. As a reaction SMILES: [CH2:1]([CH3:2])[c:3]1[cH:4][cH:5][cH:6][c:7]([N:9]2[CH2:10][CH2:11][N:12]([CH2:15][CH2:16][CH2:17][CH:18]=[CH:19][c:20]3[cH:21][cH:22][c:23]4[c:28]([n:29]3)[NH:27][C:26](=[O:30])[CH2:25][CH2:24]4)[CH2:13][CH2:14]2)[n:8]1.[CH3:31][CH2:32][OH:33]>>[CH2:1]([CH3:2])[c:3]1[cH:4][cH:5][cH:6][c:7]([N:9]2[CH2:10][CH2:11][N:12]([CH2:15][CH2:16][CH2:17][CH2:18][CH2:19][c:20]3[cH:21][cH:22][c:23]4[c:28]([n:29]3)[NH:27][C:26](=[O:30])[CH2:25][CH2:24]4)[CH2:13][CH2:14]2)[n:8]1. Starting materials: Cc1ccc(Oc2ccccc2)c(N)c1, Cc1ccc2c(Cl)ccnc2n1, Cl. Product: Cc1ccc(Oc2ccccc2)c(Nc2ccnc3nc(C)ccc23)c1. RXN SMILES: [CH3:1][c:2]1[cH:3][cH:4][c:5]([O:9][c:10]2[cH:11][cH:12][cH:13][cH:14][cH:15]2)[c:6]([NH2:8])[cH:7]1.[Cl:16][c:17]1[c:18]2[cH:19][cH:20][c:21]([CH3:27])[n:22][c:23]2[n:24][cH:25][cH:26]1.[ClH:28]>>[CH3:1][c:2]1[cH:3][cH:4][c:5]([O:9][c:10]2[cH:11][cH:12][cH:13][cH:14][cH:15]2)[c:6]([NH:8][c:17]2[c:18]3[cH:19][cH:20][c:21]([CH3:27])[n:22][c:23]3[n:24][cH:25][cH:26]2)[cH:7]1. The reactants are C(C(C)C)N1P2N(CCN(CC1)CCN2CC(C)C)CC(C)C (2,8,9-triisobutyl-2,5,8,9-tetraaza-1-phosphabicyclo[3.3.3]undecane), CC1(CC(=NO1)S(=O)(=O)CC1=C(C=CC=C1)OC(F)(F)F)C (5,5-Dimethyl-3-(2-trifluoromethoxy-phenylmethanesulfonyl)-4,5-dihydroisoxazole), C1=CC=C(C=C1)S(=O)(=O)N(F)S(=O)(=O)C2=CC=CC=C2 (N-fluorobenzene-sulfonimide). Run in C(C)#N (acetonitrile). Product: FC(S(=O)(=O)C1=NOC(C1)(C)C)C1=C(C=CC=C1)OC(F)(F)F (3-[fluoro-(2-trifluoromethoxy-phenyl)-methanesulfonyl]-5,5-dimethyl-4,5-dihydroisoxazole). The yield is 69.2%. As a reaction SMILES: [CH3:1][C:2]1([CH3:22])[O:6][N:5]=[C:4]([S:7]([CH2:10][C:11]2[CH:16]=[CH:15][CH:14]=[CH:13][C:12]=2[O:17][C:18]([F:21])([F:20])[F:19])(=[O:9])=[O:8])[CH2:3]1.C(N1CCN2CCN(CC(C)C)P1N(CC(C)C)CC2)C(C)C.C1C=CC(S(N(S(C2C=CC=CC=2)(=O)=O)[F:56])(=O)=O)=CC=1>C(#N)C>[F:56][CH:10]([C:11]1[CH:16]=[CH:15][CH:14]=[CH:13][C:12]=1[O:17][C:18]([F:21])([F:19])[F:20])[S:7]([C:4]1[CH2:3][C:2]([CH3:22])([CH3:1])[O:6][N:5]=1)(=[O:8])=[O:9]. Reported procedure: 5,5-Dimethyl-3-(2-trifluoromethoxy-phenylmethanesulfonyl)-4,5-dihydroisoxazole (0.2 g, 0.59 mmol) was dissolved in acetonitrile (5 ml) and 2,8,9-triisobutyl-2,5,8,9-tetraaza-1-phosphabicyclo[3.3.3]undecane (Verkade's base) (0.44 ml, 1.24 mmol) was added dropwise at room temperature. After 5 minutes N-fluorobenzene-sulfonimide (NFSI) (393 mg, 1.24 mmol) was added in one portion. After 10 minutes the reaction was quenched by addition of water (10 ml). The mixture was acidified by addition of aqueo...